From a dataset of the Open Reaction Database (ORD), a public repository of structured organic reaction records. describe an organic reaction: reactants, conditions, products, and yield Starting materials: [N-]=[N+]=[N-].[Na+] (sodium azide), BrCC1=C2N=C(C(=NC2=CC(=C1)F)OC)OC (5-bromomethyl-2,3-dimethoxy-7-fluoroquinoxaline). Run in CN(C=O)C (dimethylformamide). Reaction conditions: time 5 hour. Product: N(=[N+]=[N-])CC1=C2N=C(C(=NC2=CC(=C1)F)OC)OC (5-Azidomethyl-2,3-dimethoxy-7-fluoroquinoxaline). RXN SMILES: [N-:1]=[N+:2]=[N-:3].[Na+].Br[CH2:6][C:7]1[CH:16]=[C:15]([F:17])[CH:14]=[C:13]2[C:8]=1[N:9]=[C:10]([O:20][CH3:21])[C:11]([O:18][CH3:19])=[N:12]2>CN(C)C=O>[N:1]([CH2:6][C:7]1[CH:16]=[C:15]([F:17])[CH:14]=[C:13]2[C:8]=1[N:9]=[C:10]([O:20][CH3:21])[C:11]([O:18][CH3:19])=[N:12]2)=[N+:2]=[N-:3] |f:0.1|. Reported procedure: 1.73 g (26.6 mmol) of sodium azide are added at room temperature to 4.0 g (13.3 mmol) of 5-bromomethyl-2,3-dimethoxy-7-fluoroquinoxaline in 50 ml of dimethylformamide and stirred for 5 h. The reaction mixture is poured onto water, extracted with diethyl ether and washed with water and brine. The organic phase is dried using Na2SO4, filtered off on a suction filter and concentrated. The title compound is obtained as white crystals of m.p. 75-78° C. The reactants are OC1(CCOCC1)C(C#N)C=1C=NC(=CC1)C(F)(F)F ((4-Hydroxy-tetrahydro-pyran-4-yl)-(6-trifluoromethyl-pyridin-3-yl)-acetonitrile), S(=O)(Cl)Cl (thionyl chloride). Reagents/catalysts: CN(C)C=O (DMF). Product: O1CCC(CC1)=C(C#N)C=1C=NC(=CC1)C(F)(F)F (2-(dihydro-2H-pyran-4(3H)-ylidene)-2-(6-(trifluoromethyl)pyridin-3-yl)acetonitrile). Yield: 97.0%. Reaction SMILES: O[C:2]1([CH:8]([C:11]2[CH:12]=[N:13][C:14]([C:17]([F:20])([F:19])[F:18])=[CH:15][CH:16]=2)[C:9]#[N:10])[CH2:7][CH2:6][O:5][CH2:4][CH2:3]1.S(Cl)(Cl)=O>CN(C=O)C>[O:5]1[CH2:4][CH2:3][C:2](=[C:8]([C:11]2[CH:12]=[N:13][C:14]([C:17]([F:20])([F:18])[F:19])=[CH:15][CH:16]=2)[C:9]#[N:10])[CH2:7][CH2:6]1. Procedure details: (4-Hydroxy-tetrahydro-pyran-4-yl)-(6-trifluoromethyl-pyridin-3-yl)-acetonitrile (1.15 g, 4.02 mmol) was dissolved in thionyl chloride (50 mL, 600 mmol). One drop of DMF was added and the mixture was heated at reflux for 1 hour and then cooled to room temperature and concentrated in vacuo. The resulting crude product was purified by flash chromatography to yield 2-(dihydro-2H-pyran-4(3H)-ylidene)-2-(6-(trifluoromethyl)pyridin-3-yl)acetonitrile (1.04 g, 3.9 mmol, 95%).